This data is from the Open Reaction Database (ORD), a public repository of structured organic reaction records. The task is: describe an organic reaction: reactants, conditions, products, and yield Reactants: BrC1=CC(=C(NC2=C(C3=C(S2)C=CC=C3)C(=O)OCC)C=C1)[N+](=O)[O-] (ethyl 2-(4-bromo-2-nitroanilino)benzo[b]thiophene-3-carboxylate), crude crystals, [Sn](Cl)Cl (tin(II) chloride), NC1=C(C2=C(S1)C=CC=C2)C(=O)OCC (ethyl 2-aminobenzo[b]thiophene-3-carboxylate), BrC1=C(C=C(C=C1)Br)[N+](=O)[O-] (2,5-dibromonitrobenzene), Cl (hydrochloric acid). Run in C(C)O (ethanol), CS(=O)C (dimethyl sulfoxide). The product is dihydrate, NC1=C(NC2=C(C3=C(S2)C=CC=C3)C(=O)OCC)C=CC(=C1)Br (ethyl 2-(2-amino-4-bromoanilino)benzo[b]thiophene-3-carboxylate). RXN SMILES: NC1SC2C=CC=CC=2C=1C(OCC)=O.BrC1C=CC(Br)=CC=1[N+]([O-])=O.[Br:27][C:28]1[CH:48]=[CH:47][C:31]([NH:32][C:33]2[S:37][C:36]3[CH:38]=[CH:39][CH:40]=[CH:41][C:35]=3[C:34]=2[C:42]([O:44][CH2:45][CH3:46])=[O:43])=[C:30]([N+:49]([O-])=O)[CH:29]=1.Cl.[Sn](Cl)Cl>C(O)C.CS(C)=O>[NH2:49][C:30]1[CH:29]=[C:28]([Br:27])[CH:48]=[CH:47][C:31]=1[NH:32][C:33]1[S:37][C:36]2[CH:38]=[CH:39][CH:40]=[CH:41][C:35]=2[C:34]=1[C:42]([O:44][CH2:45][CH3:46])=[O:43]. Reported procedure: In the same manner as in Starting Material Synthesis Example 4 and using ethyl 2-aminobenzo[b]thiophene-3-carboxylate (6.0 g), 2,5-dibromonitrobenzene (8.5 g) and dimethyl sulfoxide (70 ml), crude crystals (7.3 g) of ethyl 2-(4-bromo-2-nitroanilino)benzo[b]thiophene-3-carboxylate were obtained. Without purification, in the same manner as in Starting Material Synthesis Example 21 and using ethanol (70 ml), 18% hydrochloric acid (70 ml) and tin(II) chloride.dihydrate (15.7 g), ethyl 2-(2-amino-4-b... Starting materials: COC(=O)c1cccc(NC(=O)CN2N=C(C3CCCCC3)c3ccccc3N(CC(=O)C(C)(C)C)C2=O)c1, [Li+], [OH-], O. Yields the product CC(C)(C)C(=O)CN1C(=O)N(CC(=O)Nc2cccc(C(=O)O)c2)N=C(C2CCCCC2)c2ccccc21. Reaction SMILES: [CH3:1][O:2][C:3]([c:4]1[cH:5][c:6]([NH:10][C:11]([CH2:12][N:13]2[C:14](=[O:37])[N:15]([CH2:30][C:31]([C:32]([CH3:33])([CH3:34])[CH3:35])=[O:36])[c:16]3[c:17]([cH:26][cH:27][cH:28][cH:29]3)[C:18]([CH:20]3[CH2:21][CH2:22][CH2:23][CH2:24][CH2:25]3)=[N:19]2)=[O:38])[cH:7][cH:8][cH:9]1)=[O:39].[Li+:42].[OH-:41].[OH2:40]>>[O:2]=[C:3]([c:4]1[cH:5][c:6]([NH:10][C:11]([CH2:12][N:13]2[C:14](=[O:37])[N:15]([CH2:30][C:31]([C:32]([CH3:33])([CH3:34])[CH3:35])=[O:36])[c:16]3[c:17]([cH:26][cH:27][cH:28][cH:29]3)[C:18]([CH:20]3[CH2:21][CH2:22][CH2:23][CH2:24][CH2:25]3)=[N:19]2)=[O:38])[cH:7][cH:8][cH:9]1)[OH:39]. Reactants: BrC1=C(C(=C(C=C1)OCC)F)F (1-bromo-4-ethoxy-2,3-difluorobenzene), [Cl-].[NH4+] (ammonium chloride), C(CCC)[Li] (n-Butyllithium), C(CC)C1CC(CC1)C1CCC(CC1)=O (4-(3-propylcyclopentyl)-cyclohexanone). The solvent is C1CCOC1 (THF), C1CCOC1 (THF), CCCCCC (hexane). Reaction conditions: temperature -78 celsius, time 2 hour. Yields the product C(C)OC1=C(C(=C(C=C1)C1(CCC(CC1)C1CC(CC1)CCC)O)F)F (1-(4-ethoxy-2,3-difluorophenyl)-4-(3-propylcyclopentyl)cyclohexanol). Yield: 94.7%. Reaction SMILES: Br[C:2]1[CH:7]=[CH:6][C:5]([O:8][CH2:9][CH3:10])=[C:4]([F:11])[C:3]=1[F:12].C([Li])CCC.[CH2:18]([CH:21]1[CH2:25][CH2:24][CH:23]([CH:26]2[CH2:31][CH2:30][C:29](=[O:32])[CH2:28][CH2:27]2)[CH2:22]1)[CH2:19][CH3:20].[Cl-].[NH4+]>C1COCC1.CCCCCC>[CH2:9]([O:8][C:5]1[CH:6]=[CH:7][C:2]([C:29]2([OH:32])[CH2:28][CH2:27][CH:26]([CH:23]3[CH2:24][CH2:25][CH:21]([CH2:18][CH2:19][CH3:20])[CH2:22]3)[CH2:31][CH2:30]2)=[C:3]([F:12])[C:4]=1[F:11])[CH3:10] |f:3.4|. Procedure details: THF (100 ml) was added to 1-bromo-4-ethoxy-2,3-difluorobenzene (5.1 g) in a reaction vessel under an atmosphere of nitrogen, and the mixture was cooled to −78° C. n-Butyllithium (1.57 M, in a hexane solution) (13.8 ml) was added dropwise at a temperature of −70° C. or lower. The stirring was continued at −78° C. for another 2 hours, and 4-(3-propylcyclopentyl)-cyclohexanone (3.0 g) in a THF (10 ml) solution was added dropwise at a temperature of −70° C. or lower. After the mixture had been stirr...